This data is from the Open Reaction Database (ORD), a public repository of structured organic reaction records. The task is: describe an organic reaction: reactants, conditions, products, and yield The reactants are C(#C)C1=CN=C(N1C)C(=O)N (5-ethynyl-1-methyl-1H-imidazole-2-carboxylic acid amide), IC=1C=C(C=CC1C)NC(C1=CC(=C(C=C1)CN1CCN(CC1)C)C(F)(F)F)=O (N-(3-iodo-4-methylphenyl)-4-((4-methylpiperazin-1-yl)methyl)-3-(trifluoromethyl)benzamide). The product is CN1C(=NC=C1C#CC1=C(C=CC(=C1)NC(=O)C1=CC(=C(C=C1)CN1CCN(CC1)C)C(F)(F)F)C)C(=O)N (1-methyl-5-({2-methyl-5-{[(4-[(4-methylpiperazin-1-yl)methyl]-3-(trifluoromethyl)phenyl}carbonyl)amino]phenyl}ethynyl)-1H-imidazole-2-carboxamide). As a reaction SMILES: [C:1]([C:3]1[N:7]([CH3:8])[C:6]([C:9]([NH2:11])=[O:10])=[N:5][CH:4]=1)#[CH:2].I[C:13]1[CH:14]=[C:15]([NH:20][C:21](=[O:40])[C:22]2[CH:27]=[CH:26][C:25]([CH2:28][N:29]3[CH2:34][CH2:33][N:32]([CH3:35])[CH2:31][CH2:30]3)=[C:24]([C:36]([F:39])([F:38])[F:37])[CH:23]=2)[CH:16]=[CH:17][C:18]=1[CH3:19]>>[CH3:8][N:7]1[C:3]([C:1]#[C:2][C:17]2[CH:16]=[C:15]([NH:20][C:21]([C:22]3[CH:27]=[CH:26][C:25]([CH2:28][N:29]4[CH2:30][CH2:31][N:32]([CH3:35])[CH2:33][CH2:34]4)=[C:24]([C:36]([F:39])([F:37])[F:38])[CH:23]=3)=[O:40])[CH:14]=[CH:13][C:18]=2[CH3:19])=[CH:4][N:5]=[C:6]1[C:9]([NH2:11])=[O:10]. Reported procedure: The title compound can be synthesized from 5-ethynyl-1-methyl-1H-imidazole-2-carboxylic acid amide and N-(3-iodo-4-methylphenyl)-4-((4-methylpiperazin-1-yl)methyl)-3-(trifluoromethyl)benzamide in a manner similar to that described for Example 2. 5-ethynyl-1-methyl-1H-imidazole-2-carboxylic acid amide is prepared as in Example 2. Reactants: ClC=1N=C(C2=C(N1)N(C=C2C#N)S(=O)(=O)C2=CC=C(C)C=C2)NC2CC2 (2-chloro-4-(cyclopropylamino)-7-tosyl-7H-pyrrolo[2,3-d]pyrimidine-5-carbonitrile), NC1=CC=C2C=NNC2=C1 (6-aminoindazole), C[Si](C)(C)Cl (TMSCl). Run in C(CCC)O (nBuOH). Run at temperature 116 celsius, time 18 hour. The product is N1N=CC2=CC=C(C=C12)NC=1N=C(C2=C(N1)NC=C2C#N)NC2CC2 (2-(1H-indazol-6-ylamino)-4-(cyclopropylamino)-7H-pyrrolo[2,3-d]pyrimidine-5-carbonitrile). Isolated yield 6.5%. RXN SMILES: Cl[C:2]1[N:3]=[C:4]([NH:23][CH:24]2[CH2:26][CH2:25]2)[C:5]2[C:10]([C:11]#[N:12])=[CH:9][N:8](S(C3C=CC(C)=CC=3)(=O)=O)[C:6]=2[N:7]=1.[NH2:27][C:28]1[CH:36]=[C:35]2[C:31]([CH:32]=[N:33][NH:34]2)=[CH:30][CH:29]=1.C[Si](Cl)(C)C>C(O)CCC>[NH:34]1[C:35]2[C:31](=[CH:30][CH:29]=[C:28]([NH:27][C:2]3[N:3]=[C:4]([NH:23][CH:24]4[CH2:25][CH2:26]4)[C:5]4[C:10]([C:11]#[N:12])=[CH:9][NH:8][C:6]=4[N:7]=3)[CH:36]=2)[CH:32]=[N:33]1. Reported procedure: A mixture of 2-chloro-4-(cyclopropylamino)-7-tosyl-7H-pyrrolo[2,3-d]pyrimidine-5-carbonitrile (109 mg, 0.28 mmol), 6-aminoindazole (75 mg, 0.56 mmol) and TMSCl (0.089 mL, 0.70 mmol) in nBuOH (4 mL) was stirred at 116° C. for 18 h. It was then concentrated in vacuo. The residue was purified by HPLC to give the titled compound (6 mg). MS 331.1 (M+H); UV 246.2, 307.9 nm. The reactants are O=C(CBr)OCc1ccccc1, COCCOCCOCCO, [K+], [K+], O=C([O-])[O-], CN(C)C=O, O. The product is COCCOCCOCCOCC(=O)OCc1ccccc1. RXN SMILES: [Br:12][CH2:13][C:14](=[O:15])[O:16][CH2:17][c:18]1[cH:19][cH:20][cH:21][cH:22][cH:23]1.[CH3:1][O:2][CH2:3][CH2:4][O:5][CH2:6][CH2:7][O:8][CH2:9][CH2:10][OH:11].[K+:24].[K+:25].[O-:26][C:27]([O-:28])=[O:29].[O:31]=[CH:32][N:33]([CH3:34])[CH3:35].[OH2:30]>>[CH3:1][O:2][CH2:3][CH2:4][O:5][CH2:6][CH2:7][O:8][CH2:9][CH2:10][O:11][CH2:13][C:14](=[O:15])[O:16][CH2:17][c:18]1[cH:19][cH:20][cH:21][cH:22][cH:23]1. Reactants: BrC=1C(C2=CC(=CC=C2C1C1=CC=C(C=C1)C(F)(F)F)OCCN1CCN(CC1)S(=O)(=O)C)=O (2-Bromo-6-[2-(4-(methylsulfonyl)piperazin-1-yl)ethoxy]-3-[4-(trifluoromethyl)phenyl]-1H-inden-1-one), O1CCN(CC1)CCOC1=CC=C2C(=C(C(C2=C1)=O)Br)C1=CC=CC=C1 (6-(2-morpholinoethoxy)-2-bromo-3-phenyl-1H-inden-1-one), FC=1C=C(C=CC1F)B(O)O (3,4-difluorophenylboronic acid). The product is FC=1C=C(C=CC1F)C=1C(C2=CC(=CC=C2C1C1=CC=C(C=C1)C(F)(F)F)OCCN1CCN(CC1)S(=O)(=O)C)=O (2-(3,4-difluorophenyl)-6-(2-(4-(methylsulfonyl)piperazin-1-yl)ethoxy)-3-(4-(trifluoromethyl)phenyl)-1H-inden-1-one). Isolated yield 49.0%. As a reaction SMILES: Br[C:2]1[C:3](=[O:34])[C:4]2[C:9]([C:10]=1[C:11]1[CH:16]=[CH:15][C:14]([C:17]([F:20])([F:19])[F:18])=[CH:13][CH:12]=1)=[CH:8][CH:7]=[C:6]([O:21][CH2:22][CH2:23][N:24]1[CH2:29][CH2:28][N:27]([S:30]([CH3:33])(=[O:32])=[O:31])[CH2:26][CH2:25]1)[CH:5]=2.O1CCN(CCOC2C=C3C(C(C4C=CC=CC=4)=C(Br)C3=O)=CC=2)CC1.[F:61][C:62]1[CH:63]=[C:64](B(O)O)[CH:65]=[CH:66][C:67]=1[F:68]>>[F:61][C:62]1[CH:63]=[C:64]([C:2]2[C:3](=[O:34])[C:4]3[C:9]([C:10]=2[C:11]2[CH:16]=[CH:15][C:14]([C:17]([F:20])([F:18])[F:19])=[CH:13][CH:12]=2)=[CH:8][CH:7]=[C:6]([O:21][CH2:22][CH2:23][N:24]2[CH2:29][CH2:28][N:27]([S:30]([CH3:33])(=[O:32])=[O:31])[CH2:26][CH2:25]2)[CH:5]=3)[CH:65]=[CH:66][C:67]=1[F:68]. Procedure: The procedure of Step 7 of Example 1 was repeated except for using 2-bromo-6-[2-(4-(methylsulfonyl)piperazin-1-yl)ethoxy]-3-[4-(trifluoromethyl)phenyl]-1H-inden-1-one obtained in Step 1 of Example 47 as a starting material instead of 6-(2-morpholinoethoxy)-2-bromo-3-phenyl-1H-inden-1-one, and 3,4-difluorophenylboronic acid instead of 3-pyridinylboronic acid, and being purified by prep HPLC (CH3CN/H2O=7:3) to obtain the title compound (49%). Starting materials: ClC1=CC=C(C(=O)N[C@@](C)(C(=O)O)CCC#N)C=C1 (N-(p-chlorobenzoyl)-2-(2-cyanoethyl)alanine), C(C)(=O)OC(C)=O (acetic anhydride). Solvent: C1=CC=CC=C1 (benzene). Yields the product ClC1=CC=C(C=C1)C=1OC(C(N1)(C)CCC#N)=O (2-(p-Chlorophenyl)-4-(2-cyanoethyl)-4-methyl-5-oxazolone). The yield is 80.1%. Reaction SMILES: [Cl:1][C:2]1[CH:19]=[CH:18][C:5]([C:6]([NH:8][C@:9]([CH2:14][CH2:15][C:16]#[N:17])([C:11]([OH:13])=[O:12])[CH3:10])=O)=[CH:4][CH:3]=1.C(OC(=O)C)(=O)C>C1C=CC=CC=1>[Cl:1][C:2]1[CH:19]=[CH:18][C:5]([C:6]2[O:12][C:11](=[O:13])[C:9]([CH2:14][CH2:15][C:16]#[N:17])([CH3:10])[N:8]=2)=[CH:4][CH:3]=1. Reported procedure: 2.8 g of N-(p-chlorobenzoyl)-2-(2-cyanoethyl)alanine and 2.0 g of acetic anhydride were dissolved in 30 ml of benzene and the solution was refluxed for one hour. The solvent was then distilled off and the resulting residue was recrystallized from di-isopropyl ether, to afford 2.1 g of the desired product as a colourless powder melting at 97°-98° C.